From a dataset of the Open Reaction Database (ORD), a public repository of structured organic reaction records. describe an organic reaction: reactants, conditions, products, and yield Reactants: C1CCOC1, Cc1ccc(N)cc1-c1ccc(C(=O)NCC2CC2)cc1, O=C(O)c1ccccc1. Yields the product Cc1ccc(NC(=O)c2ccccc2)cc1-c1ccc(C(=O)NCC2CC2)cc1. RXN SMILES: [CH2:31]1[O:32][CH2:33][CH2:34][CH2:35]1.[NH2:1][c:2]1[cH:3][cH:4][c:5]([CH3:21])[c:6](-[c:8]2[cH:9][cH:10][c:11]([C:14](=[O:15])[NH:16][CH2:17][CH:18]3[CH2:19][CH2:20]3)[cH:12][cH:13]2)[cH:7]1.[OH:22][C:23](=[O:24])[c:25]1[cH:26][cH:27][cH:28][cH:29][cH:30]1>>[NH:1]([c:2]1[cH:3][cH:4][c:5]([CH3:21])[c:6](-[c:8]2[cH:9][cH:10][c:11]([C:14](=[O:15])[NH:16][CH2:17][CH:18]3[CH2:19][CH2:20]3)[cH:12][cH:13]2)[cH:7]1)[C:23](=[O:22])[c:25]1[cH:26][cH:27][cH:28][cH:29][cH:30]1. Starting materials: O.[OH-].[Li+] (lithium hydroxide, monohydrate), ClCC(CO)O (3-chloro-1,2-propanediol), [OH-].[Li+] (lithium hydroxide), aqueous solution, C1=CC(=CC=C1O)S(=O)(=O)O (p-phenolsulfonic acid), resultant solution. Run in O (water). Run at temperature 104 celsius. The product is [Li]C1=CC(=C(OCC(CO)O)C=C1)S(=O)(=O)O (3-(4-lithiosulfophenoxy)-1,2-propanediol), 980. RXN SMILES: [OH2:1].[OH-].[Li+:3].[CH:4]1[C:9](O)=[CH:8][CH:7]=[C:6]([S:11]([OH:14])(=[O:13])=[O:12])[CH:5]=1.Cl[CH2:16][CH:17]([OH:20])[CH2:18][OH:19].[OH-].[Li+]>O>[Li:3][C:4]1[CH:9]=[CH:8][C:7]([O:1][CH2:16][CH:17]([OH:20])[CH2:18][OH:19])=[C:6]([S:11]([OH:14])(=[O:13])=[O:12])[CH:5]=1 |f:0.1.2,5.6|. Procedure details: Using the same apparatus as described in Example I, the flask is charged with 4000 parts of water and 840 parts of lithium hydroxide, monohydrate. The mixture is stirred until a solution is obtained. To the flask then is added 2670 parts of a 65% aqueous solution of p-phenolsulfonic acid, followed by 1100 parts of 3-chloro-1,2-propanediol. The resultant solution is heated at reflux (about 104° C.) for about 24 hours. The pH is adjusted to 8 by adding 25% aqueous lithium hydroxide solution. The s... Reactants: COC(=O)C1N(CC=2C=C3O[C@H](CNC3=CC2C1)C1=CC=C(C=C1)OCC1=CC(=C(C=C1)Cl)Cl)C(=O)OC(C)(C)C ((S)-3-[4-(3,4-dichloro-benzyloxy)-phenyl]-1,2,3,5,7,8-hexahydro-4-oxa-1,6-diaza-anthracene-6,7-dicarboxylic acid 6-tert-butyl ester 7-methyl ester), C=O (paraformaldehyde), C(C)(=O)O[BH-](OC(C)=O)OC(C)=O.[Na+] (sodium triacetoxy-borohydride), C(Cl)Cl (DCM). Run in C1CCOC1.ClCCCl (THF DCE). Reaction conditions: time 4 hour. The product is COC(=O)C1N(CC=2C=C3O[C@H](CN(C3=CC2C1)C)C1=CC=C(C=C1)OCC1=CC(=C(C=C1)Cl)Cl)C(=O)OC(C)(C)C ((S)-3-[4-(3,4-Dichloro-benzyloxy)-phenyl]-1-methyl-1,2,3,5,7,8-hexahydro-4-oxa-1,6-diaza-anthracene-6,7-dicarboxylic acid 6-tert-butyl ester 7-methyl ester). Isolated yield 90.8%. As a reaction SMILES: [CH3:1][O:2][C:3]([CH:5]1[CH2:18][C:17]2[CH:16]=[C:15]3[C:10]([O:11][C@@H:12]([C:19]4[CH:24]=[CH:23][C:22]([O:25][CH2:26][C:27]5[CH:32]=[CH:31][C:30]([Cl:33])=[C:29]([Cl:34])[CH:28]=5)=[CH:21][CH:20]=4)[CH2:13][NH:14]3)=[CH:9][C:8]=2[CH2:7][N:6]1[C:35]([O:37][C:38]([CH3:41])([CH3:40])[CH3:39])=[O:36])=[O:4].C=O.[C:44](O[BH-](OC(=O)C)OC(=O)C)(=O)C.[Na+].C(Cl)Cl>C1COCC1.ClCCCl>[CH3:1][O:2][C:3]([CH:5]1[CH2:18][C:17]2[CH:16]=[C:15]3[C:10]([O:11][C@@H:12]([C:19]4[CH:24]=[CH:23][C:22]([O:25][CH2:26][C:27]5[CH:32]=[CH:31][C:30]([Cl:33])=[C:29]([Cl:34])[CH:28]=5)=[CH:21][CH:20]=4)[CH2:13][N:14]3[CH3:44])=[CH:9][C:8]=2[CH2:7][N:6]1[C:35]([O:37][C:38]([CH3:41])([CH3:40])[CH3:39])=[O:36])=[O:4] |f:2.3,5.6|. Procedure details: To a solution of (S)-3-[4-(3,4-dichloro-benzyloxy)-phenyl]-1,2,3,5,7,8-hexahydro-4-oxa-1,6-diaza-anthracene-6,7-dicarboxylic acid 6-tert-butyl ester 7-methyl ester (298 mg) in THF/DCE (30 mL, 2:1) was added paraformaldehyde (90 mg, 4 eq.) and sodium triacetoxy-borohydride (208 mg) and the mixture stirred 4 hours. DCM was added to the mixture and the organic washed with 10% Na2CO3 solution and brine. The organic was dried over sodium sulfate and the solvent removed under reduced pressure to affor... Reactants: P(=O)(O)([O-])[O-].[Na+].[Na+] (sodium hydrogen phosphate), [H-].[Na+] (sodium hydride), C(=O)OCC (ethyl formate), C(C)(C)C=1C(CCCC1OC)=O (2-isopropyl-3-methoxy-cyclohex-2-enone). Run in C1=CC=CC=C1 (benzene), C1=CC=CC=C1 (benzene). Conditions: time 1 hour. The product is OC=C1CCC(=C(C1=O)C(C)C)OC (6-Hydroxymethylene-2-isopropyl-3-methoxy-cyclohex-2-enone). Yield: 60.1%. As a reaction SMILES: [H-].[Na+].[CH:3](OCC)=[O:4].[CH:8]([C:11]1[C:12](=[O:19])[CH2:13][CH2:14][CH2:15][C:16]=1[O:17][CH3:18])([CH3:10])[CH3:9].P([O-])([O-])(O)=O.[Na+].[Na+]>C1C=CC=CC=1>[OH:4][CH:3]=[C:13]1[C:12](=[O:19])[C:11]([CH:8]([CH3:10])[CH3:9])=[C:16]([O:17][CH3:18])[CH2:15][CH2:14]1 |f:0.1,4.5.6|. Reported procedure: To a suspension of sodium hydride (3.6 g, 60% suspension, 90 mmol) in benzene (100 mL), a mixture of ethyl formate (12.5 g) and 2-isopropyl-3-methoxy-cyclohex-2-enone (5g, 29.7 mmol) in benzene was added dropwise at 5° C. The reaction mixture was stirred at ice temperature for 1 hour, and at room temperature for 18 hours. The reaction mixture was cooled in an ice bath, and 10% sodium hydrogen phosphate solution (200 mL) was added dropwise. The organic layer was separated, and the aqueous layer w...